Dataset: the Open Reaction Database (ORD), a public repository of structured organic reaction records. Task: describe an organic reaction: reactants, conditions, products, and yield The reactants are Cc1ccc(CC(=O)O)cc1, Cc1ccc(N)c(C)c1. Reagents/catalysts: CN(C)[P+](N(C)C)(N(C)C)ON1C2=CC=CC=C2N=N1.F[P-](F)(F)(F)(F)F (BOP), CCN(C(C)C)C(C)C (DIPEA). Solvent: CN(C)C=O (DMF), CN(C)C=O (DMF), CN(C)C=O (DMF), CN(C)C=O (DMF), CN(C)C=O (DMF), CN(C)C=O (DMF). Conditions: temperature 25 celsius, time 2 hour. Yields the product Cc1ccc(CC(=O)Nc2ccc(C)cc2C)cc1. Isolated yield 72.0%. As a reaction SMILES: Cc1ccc(N)c(C)c1.Cc1ccc(CC(=O)O)cc1.CN(C)[P+](N(C)C)(N(C)C)ON1C2=CC=CC=C2N=N1.F[P-](F)(F)(F)(F)F.CCN(C(C)C)C(C)C.CN(C)C=O>>Cc1ccc(CC(=O)Nc2ccc(C)cc2C)cc1. Reported procedure: Resin bound 3-(Biphenyl-4-yl)-(2S)-[(3′-chloro-4′-fluoro-4-hydroxy-biphenyl-3-carbonyl)-amino]-propionic acid (30 mg, 0.09 mmol) prepared from resin bound 3-(Biphenyl-4-yl)-(2S)-[(3′-chloro-4′-fluoro-4-hydroxy-biphenyl3-carbonyl)-amino]-propionic acid methyl ester following general procedure C, was reacted with methyl amine in THF(0.45 mmol) as described in general procedure A, then cleaved with TMSBr/TFA/DCM (1:1:5) at rt for 4 h. The residue obtained after removing the solvent was purified by ... Product: C1(=CC=C(C=C1)C[C@@H](C(NC)=O)NC(=O)C=1C=C(C=CC1O)C1=CC(=C(C=C1)F)Cl)C1=CC=CC=C1 (3′-Chloro-4′-fluoro-4-hydroxy-biphenyl-3-carboxylic acid (2-biphenyl-4-yl-1(S)-methylcarbamoyl-ethyl)-amide). The reactants are C1(=CC=C(C=C1)C[C@@H](C(=O)O)NC(=O)C=1C=C(C=CC1O)C1=CC(=C(C=C1)F)Cl)C1=CC=CC=C1 (3-(Biphenyl-4-yl)-(2S)-[(3′-chloro-4′-fluoro-4-hydroxy-biphenyl-3-carbonyl)-amino]-propionic acid), C[Si](C)(C)Br.C(=O)(C(F)(F)F)O.C(Cl)Cl (TMSBr TFA DCM), COC([C@H](CC1=CC=C(C=C1)C1=CC=CC=C1)NC(=O)C=1C=C(C=CC1O)C1=CC(=C(C=C1)F)Cl)=O (3-(Biphenyl-4-yl)-(2S)-[(3′-chloro-4′-fluoro-4-hydroxy-biphenyl3-carbonyl)-amino]-propionic acid methyl ester), CN (methyl amine), C1CCOC1 (THF). RXN SMILES: [C:1]1([C:30]2[CH:35]=[CH:34][CH:33]=[CH:32][CH:31]=2)[CH:6]=[CH:5][C:4]([CH2:7][C@H:8]([NH:12][C:13]([C:15]2[CH:16]=[C:17]([C:22]3[CH:27]=[CH:26][C:25]([F:28])=[C:24]([Cl:29])[CH:23]=3)[CH:18]=[CH:19][C:20]=2[OH:21])=[O:14])[C:9]([OH:11])=O)=[CH:3][CH:2]=1.COC(=O)[C@@H:39]([NH:53]C(C1C=C(C2C=CC(F)=C(Cl)C=2)C=CC=1O)=O)CC1C=CC(C2C=CC=CC=2)=CC=1.CN.C1COCC1.C[Si](Br)(C)C.C(O)(C(F)(F)F)=O.C(Cl)Cl>>[C:1]1([C:30]2[CH:31]=[CH:32][CH:33]=[CH:34][CH:35]=2)[CH:2]=[CH:3][C:4]([CH2:7][C@H:8]([NH:12][C:13]([C:15]2[CH:16]=[C:17]([C:22]3[CH:27]=[CH:26][C:25]([F:28])=[C:24]([Cl:29])[CH:23]=3)[CH:18]=[CH:19][C:20]=2[OH:21])=[O:14])[C:9](=[O:11])[NH:53][CH3:39])=[CH:5][CH:6]=1 |f:4.5.6|. Starting materials: COC1=CC=C(C=C1)C(CC)=O (para-methoxypropiophenone), Cl (hydrochloric acid). Isolated yield 85.0%. Procedure: A slurry of titanium trichloride (1.54 gm, 10.0 mmol) in 30 ml dry tetrahydrofuran was prepared under an inert atmosphere, and powdered lithium aluminum hydride (190 mg, 5.0 mmol) was cautiously added. The resulting solution was stirred for two hours at room temperature to form the Ti(II) reagent, and a solution of para-methoxypropiophenone (820 mg, 5 mmol) in 5 ml dry tetrahydrofuran was added. The reaction was refluxed for four hours, and then poured into 50 ml 2 N aqueous hydrochloric acid. T... Solvent: O1CCCC1 (tetrahydrofuran). The product is CC/C(=C(/CC)\C1=CC=C(C=C1)OC)/C2=CC=C(C=C2)OC (dimestrol). As a reaction SMILES: [CH3:1][O:2][C:3]1[CH:8]=[CH:7][C:6]([C:9](=O)[CH2:10][CH3:11])=[CH:5][CH:4]=1.Cl>O1CCCC1>[CH3:6][CH2:9]/[C:10](/[C:11]1[CH:5]=[CH:4][C:3]([O:2][CH3:1])=[CH:8][CH:7]=1)=[C:9](\[C:6]1[CH:7]=[CH:8][C:3]([O:2][CH3:1])=[CH:4][CH:5]=1)/[CH2:11][CH3:10]. Starting materials: C(C)OC(CSC1=CN=C(S1)N)=O ((2-amino-thiazol-5-ylsulfanyl)-acetic acid ethyl ester), C(=O)(C=1NC=CN1)C=1NC=CN1 (carbonyl diimidazole), C1(CCCCC1)N[C@@H]1CC[C@H](CC1)COC1=CC=CC=C1 (Cyclohexyl-(trans-4-phenoxymethyl-cyclohexyl)-amine). The reagents and catalysts are CN(C1=CC=NC=C1)C (4-dimethylaminopyridine). Solvent: O1CCCC1 (tetrahydrofuran), O1CCCC1 (tetrahydrofuran). Run at time 2 hour. The product is C(C)OC(CSC1=CN=C(S1)NC(=O)N([C@@H]1CC[C@H](CC1)COC1=CC=CC=C1)C1CCCCC1)=O ({2-[3-cyclohexyl-3-(trans-4-phenoxymethyl-cyclohexyl)-ureido]-thiazol-5-ylsulfanyl}-acetic acid ethyl ester). As a reaction SMILES: [CH2:1]([O:3][C:4](=[O:13])[CH2:5][S:6][C:7]1[S:11][C:10]([NH2:12])=[N:9][CH:8]=1)[CH3:2].[C:14](C1NC=CN=1)(C1NC=CN=1)=[O:15].[CH:26]1([NH:32][C@H:33]2[CH2:38][CH2:37][C@H:36]([CH2:39][O:40][C:41]3[CH:46]=[CH:45][CH:44]=[CH:43][CH:42]=3)[CH2:35][CH2:34]2)[CH2:31][CH2:30][CH2:29][CH2:28][CH2:27]1>CN(C)C1C=CN=CC=1.O1CCCC1>[CH2:1]([O:3][C:4](=[O:13])[CH2:5][S:6][C:7]1[S:11][C:10]([NH:12][C:14]([N:32]([CH:26]2[CH2:31][CH2:30][CH2:29][CH2:28][CH2:27]2)[C@H:33]2[CH2:34][CH2:35][C@H:36]([CH2:39][O:40][C:41]3[CH:46]=[CH:45][CH:44]=[CH:43][CH:42]=3)[CH2:37][CH2:38]2)=[O:15])=[N:9][CH:8]=1)[CH3:2]. Procedure details: A mixture of (2-amino-thiazol-5-ylsulfanyl)-acetic acid ethyl ester (0.13 g), carbonyl diimidazole (0.11 g) and 4-dimethylaminopyridine (4 mg) in tetrahydrofuran (10 mL) and tetrahydrofuran (10 mL) was stirred at room temperature for 2 h. Cyclohexyl-(trans-4-phenoxymethyl-cyclohexyl)-amine was added and the reaction stirred overnight at room temperature. Purification by flash chromatography gave 80 mg {2-[3-cyclohexyl-3-(trans-4-phenoxymethyl-cyclohexyl)-ureido]-thiazol-5-ylsulfanyl}-acetic acid... Starting materials: C(=O)([O-])[O-].[Na+].[Na+] (Na2CO3), COC=1C=CC=2C[C@@H]3[C@@]4([C@@H](CC([C@H]5[C@@]4(C2C1O5)CCN3C)=O)C)OC (3,14-Dimethoxy-8α,17-dimethyl-4,5α-epoxymorphinan-6-one), N#CBr (cyanogen bromide). The solvent is C(Cl)(Cl)Cl (CHCl3). Product: C(#N)N1[C@H]2[C@@]3([C@@H](CC([C@H]4[C@@]3(C=3C(=C(C=CC3C2)OC)O4)CC1)=O)C)OC (17-Cyano-3,14-dimethoxy-4,5α-epoxy-8α-methylmorphinan-6-one). Isolated yield 97.0%. Reaction SMILES: [CH3:1][O:2][C:3]1[CH:4]=[CH:5][C:6]2[CH2:7][C@H:8]3[N:20]([CH3:21])[CH2:19][CH2:18][C@:14]45[C:15]=2[C:16]=1[O:17][C@H:13]4[C:12](=[O:22])[CH2:11][C@@H:10]([CH3:23])[C@@:9]35[O:24][CH3:25].C([O-])([O-])=O.[Na+].[Na+].[N:32]#CBr>C(Cl)(Cl)Cl>[C:21]([N:20]1[CH2:19][CH2:18][C@:14]23[C:15]4[C:16]5[O:17][C@H:13]2[C:12](=[O:22])[CH2:11][C@@H:10]([CH3:23])[C@@:9]3([O:24][CH3:25])[C@H:8]1[CH2:7][C:6]=4[CH:5]=[CH:4][C:3]=5[O:2][CH3:1])#[N:32] |f:1.2.3|. Procedure: A solution of 3,14-dimethoxy-8α,17-dimethyl-4,5α-epoxymorphinan-6-one (2) (0.89 g, 2.59 mmol) in a mixture of 25 milliliters CHCl3 /25 milliliters CH2Cl2 was treated with anhydrous Na2CO3 (1.6 g, 15.09 mmol), followed by cyanogen bromide (1.6 g, 15.10 mmol). The reaction mixture was refluxed overnight with stirring while being kept under a nitrogen atmosphere. The sodium carbonate was removed by filtration and the filtrate concentrated under reduced pressure to give 0.89 g (97%) of the title com... Starting materials: FC1=C(C=C(C(=C1)F)F)N (2,4,5-trifluorophenylamine), BrC1=CC=C(S1)C=O (5-bromothiophene-2-carbaldehyde), [BH4-].[Na+] (NaBH4). Run in CO (MeOH), CCO (EtOH). Product: BrC1=CC=C(S1)CNC1=C(C=C(C(=C1)F)F)F ((5-Bromothiophen-2-ylmethyl)-(2,4,5-trifluorophenyl)amine). Yield: 73.0%. As a reaction SMILES: [F:1][C:2]1[CH:7]=[C:6]([F:8])[C:5]([F:9])=[CH:4][C:3]=1[NH2:10].[Br:11][C:12]1[S:16][C:15]([CH:17]=O)=[CH:14][CH:13]=1.[BH4-].[Na+]>CCO.CO>[Br:11][C:12]1[S:16][C:15]([CH2:17][NH:10][C:3]2[CH:4]=[C:5]([F:9])[C:6]([F:8])=[CH:7][C:2]=2[F:1])=[CH:14][CH:13]=1 |f:2.3|. Procedure details: To a solution of 2 g (13.6 mmol) of 2,4,5-trifluorophenylamine and 2.66 g (13.9 mmol) of 5-bromothiophene-2-carbaldehyde in 30 ml of EtOH, 9.4 g of molecular sieves (0.3 nm) were added and the mixture was refluxed for 20 hours. After this time the reaction mixture was cooled to room temperature, filtered and the solvent was evaporated in vacuo. The oil obtained was dissolved in 30 ml of MeOH and 0.51 g (13.6 mmol) of NaBH4 were added in small portions, maintaining the temperature of the reaction... Starting materials: resultant mixture, NC1=C(C(=CC=C1)N)NCC(CC(=O)OC)O (methyl 4-[(2,6-diaminophenyl)amino]-3-hydroxybutanoate), ClC1=C(C=CC(=C1)Cl)N=C=S (2,4-dichlorophenyl isothiocyanate). Solvent: O1CCCC1 (tetrahydrofuran), O1CCCC1 (tetrahydrofuran). Yields the product NC1=C(C(=CC=C1)NC(=S)NC1=C(C=C(C=C1)Cl)Cl)NCC(CC(=O)OC)O (Methyl 4-{[2-amino-6-({[(2,4-dichlorophenyl)amino]carbonothioyl}amino)phenyl]amino}-3-hydroxybutanoate). The yield is 33.7%. Reaction SMILES: [NH2:1][C:2]1[CH:7]=[CH:6][CH:5]=[C:4]([NH2:8])[C:3]=1[NH:9][CH2:10][CH:11]([OH:17])[CH2:12][C:13]([O:15][CH3:16])=[O:14].[Cl:18][C:19]1[CH:24]=[C:23]([Cl:25])[CH:22]=[CH:21][C:20]=1[N:26]=[C:27]=[S:28]>O1CCCC1>[NH2:1][C:2]1[CH:7]=[CH:6][CH:5]=[C:4]([NH:8][C:27]([NH:26][C:20]2[CH:21]=[CH:22][C:23]([Cl:25])=[CH:24][C:19]=2[Cl:18])=[S:28])[C:3]=1[NH:9][CH2:10][CH:11]([OH:17])[CH2:12][C:13]([O:15][CH3:16])=[O:14]. Procedure details: To a solution of methyl 4-[(2,6-diaminophenyl)amino]-3-hydroxybutanoate (Reference Example 80; 100 mg, 0.418 mmol) in tetrahydrofuran (2 mL) was added a solution of 2,4-dichlorophenyl isothiocyanate (93.8 mg, 0.460 mmol) in tetrahydrofuran (2 mL) at 0° C. The resultant mixture was stirred at 0° C. for 1 hr and concentrated in vacuo. The residue was purified by flash column chromatography on silica gel eluting with a 50-70% ethyl acetate/n-hexane gradient to give the title compound as an oil (62....